Dataset: the Open Reaction Database (ORD), a public repository of structured organic reaction records. Task: describe an organic reaction: reactants, conditions, products, and yield The reactants are C, CO, CCOC(C)=O, O=C(Nc1cc(-c2ccccc2)ccc1C(=O)O)c1cccc([N+](=O)[O-])c1, [Pd]. Product: Nc1cccc(C(=O)Nc2cc(-c3ccccc3)ccc2C(=O)O)c1. RXN SMILES: [C:30].[CH3:1][OH:2].[CH3:32][CH2:33][O:34][C:35](=[O:36])[CH3:37].[N+:3]([O-:4])(=[O:5])[c:6]1[cH:7][c:8]([C:9](=[O:10])[NH:11][c:12]2[c:13]([C:14](=[O:15])[OH:16])[cH:17][cH:18][c:19](-[c:21]3[cH:22][cH:23][cH:24][cH:25][cH:26]3)[cH:20]2)[cH:27][cH:28][cH:29]1.[Pd:31]>>[NH2:3][c:6]1[cH:7][c:8]([C:9](=[O:10])[NH:11][c:12]2[c:13]([C:14](=[O:15])[OH:16])[cH:17][cH:18][c:19](-[c:21]3[cH:22][cH:23][cH:24][cH:25][cH:26]3)[cH:20]2)[cH:27][cH:28][cH:29]1.